This data is from the Open Reaction Database (ORD), a public repository of structured organic reaction records. The task is: describe an organic reaction: reactants, conditions, products, and yield As a reaction SMILES: [CH3:1][C:2]1[O:6][C:5]([C:7]2[CH:12]=[CH:11][CH:10]=[CH:9][CH:8]=2)=[N:4][C:3]=1[CH2:13][CH2:14][C@@H:15]([C:18]1[CH:23]=[CH:22][C:21]([CH:24]=[C:25]2[S:29][C:28](=[O:30])[NH:27][C:26]2=[O:31])=[CH:20][CH:19]=1)[O:16][CH3:17].[S]>C1COCC1>[CH3:1][C:2]1[O:6][C:5]([C:7]2[CH:8]=[CH:9][CH:10]=[CH:11][CH:12]=2)=[N:4][C:3]=1[CH2:13][CH2:14][CH:15]([C:18]1[CH:23]=[CH:22][C:21]([CH2:24][C@@H:25]2[S:29][C:28](=[O:30])[NH:27][C:26]2=[O:31])=[CH:20][CH:19]=1)[O:16][CH3:17] |^3:31|. Reactants: CC1=C(N=C(O1)C1=CC=CC=C1)CC[C@H](OC)C1=CC=C(C=C1)C=C1C(NC(S1)=O)=O ((S)-5-[4-(3-(5-methyl-2-phenyl-4-oxazolyl)-1-methoxypropyl)phenylmethylene]thiazolidine-2,4-dione), [S] (sulfur). Yields the product CC1=C(N=C(O1)C1=CC=CC=C1)CCC(OC)C1=CC=C(C[C@H]2C(NC(S2)=O)=O)C=C1 ((S)-5-[4-(3-(5-Methyl-2-phenyl-4-oxazolyl)-1-methoxypropyl)benzyl]thiazolidine-2,4-dione). Isolated yield 35.0%. Procedure details: The title compound of Example 17 (640 mg, 1.5 mmol) was dissolved in THF (50 mL) and hydrogenated in the presence of sulfur-resistant 10% palladium on carbon (640 mg) on a Parr Shaker at 50 PSI for 20 hours. The catalyst was removed via filtration through diatomaceous earth and the filtrate was concentrated in vacuo. The residue was purified on silica gel, eluting with hexane/ethyl acetate (3/1) plus 5% acetic acid, to afford crude material which was further purified by (dissolving the residue i... Solvent: C1CCOC1 (THF). Starting materials: COC1=C(OCC=2N=C(OC2C)C=2C=C(C(=O)OC)C=CC2)C=CC(=C1)COC1=NN(C=C1\C=C\C=1N=C(SC1C)N1CCOCC1)C1=CC=CC=C1 (methyl 3-[4-({2-methoxy-4-[({4-[(E)-2-(5-methyl-2-morpholin-4-yl-1,3-thiazol-4-yl)ethenyl]-1-phenyl-1H-pyrazol-3-yl}oxy)methyl]phenoxy}methyl)-5-methyl-1,3-oxazol-2-yl]benzoate), O1CCCC1 (tetrahydrofuran), [OH-].[Na+] (sodium hydroxide), Cl (Hydrochloric acid). Run in CO (methanol), O (water). Product: COC1=C(OCC=2N=C(OC2C)C=2C=C(C(=O)O)C=CC2)C=CC(=C1)COC1=NN(C=C1\C=C\C=1N=C(SC1C)N1CCOCC1)C1=CC=CC=C1 (3-[4-({2-methoxy-4-[({4-[(E)-2-(5-methyl-2-morpholin-4-yl-1,3-thiazol-4-yl)ethenyl]-1-phenyl-1H-pyrazol-3-yl}oxy)methyl]phenoxy)methyl)-5-methyl-1,3-oxazol-2-yl]benzoic acid). The yield is 72.8%. As a reaction SMILES: [CH3:1][O:2][C:3]1[CH:26]=[C:25]([CH2:27][O:28][C:29]2[C:33](/[CH:34]=[CH:35]/[C:36]3[N:37]=[C:38]([N:42]4[CH2:47][CH2:46][O:45][CH2:44][CH2:43]4)[S:39][C:40]=3[CH3:41])=[CH:32][N:31]([C:48]3[CH:53]=[CH:52][CH:51]=[CH:50][CH:49]=3)[N:30]=2)[CH:24]=[CH:23][C:4]=1[O:5][CH2:6][C:7]1[N:8]=[C:9]([C:13]2[CH:14]=[C:15]([CH:20]=[CH:21][CH:22]=2)[C:16]([O:18]C)=[O:17])[O:10][C:11]=1[CH3:12].O1CCCC1.[OH-].[Na+].Cl>O.CO>[CH3:1][O:2][C:3]1[CH:26]=[C:25]([CH2:27][O:28][C:29]2[C:33](/[CH:34]=[CH:35]/[C:36]3[N:37]=[C:38]([N:42]4[CH2:43][CH2:44][O:45][CH2:46][CH2:47]4)[S:39][C:40]=3[CH3:41])=[CH:32][N:31]([C:48]3[CH:49]=[CH:50][CH:51]=[CH:52][CH:53]=3)[N:30]=2)[CH:24]=[CH:23][C:4]=1[O:5][CH2:6][C:7]1[N:8]=[C:9]([C:13]2[CH:14]=[C:15]([CH:20]=[CH:21][CH:22]=2)[C:16]([OH:18])=[O:17])[O:10][C:11]=1[CH3:12] |f:2.3|. Procedure details: To a mixture of methyl 3-[4-({2-methoxy-4-[({4-[(E)-2-(5-methyl-2-morpholin-4-yl-1,3-thiazol-4-yl)ethenyl]-1-phenyl-1H-pyrazol-3-yl}oxy)methyl]phenoxy}methyl)-5-methyl-1,3-oxazol-2-yl]benzoate (0.35 g), tetrahydrofuran (50 mL) and methanol (20 mL) was added 1N aqueous sodium hydroxide solution (20 mL), and the mixture was heated under reflux for 2 hrs. 1N Hydrochloric acid and water were added to acidify the reaction mixture, and the precipitated crystals were collected by filtration and washed ...